This data is from the Open Reaction Database (ORD), a public repository of structured organic reaction records. The task is: describe an organic reaction: reactants, conditions, products, and yield Reactants: CC(=O)OC(C)=O, Cc1cccc2c1C(NCc1cc(C(F)(F)F)cc(C(F)(F)F)c1)CCCN2C(=O)OC(C)C, ClCCl, Cl, c1ccncc1. Product: CC(=O)N(Cc1cc(C(F)(F)F)cc(C(F)(F)F)c1)C1CCCN(C(=O)OC(C)C)c2cccc(C)c21. Reaction SMILES: [CH3:1][C:2](=[O:3])[O:4][C:5](=[O:6])[CH3:7].[CH:8]([CH3:9])([CH3:10])[O:11][C:12](=[O:13])[N:14]1[c:15]2[c:16]([c:37]([CH3:41])[cH:38][cH:39][cH:40]2)[CH:17]([NH:21][CH2:22][c:23]2[cH:24][c:25]([C:33]([F:34])([F:35])[F:36])[cH:26][c:27]([C:29]([F:30])([F:31])[F:32])[cH:28]2)[CH2:18][CH2:19][CH2:20]1.[Cl:49][CH2:50][Cl:51].[ClH:48].[cH:42]1[cH:43][cH:44][n:45][cH:46][cH:47]1>>[CH3:1][C:2](=[O:3])[N:21]([CH:17]1[c:16]2[c:15]([cH:40][cH:39][cH:38][c:37]2[CH3:41])[N:14]([C:12]([O:11][CH:8]([CH3:9])[CH3:10])=[O:13])[CH2:20][CH2:19][CH2:18]1)[CH2:22][c:23]1[cH:24][c:25]([C:33]([F:34])([F:35])[F:36])[cH:26][c:27]([C:29]([F:30])([F:31])[F:32])[cH:28]1. The reactants are ClC1=NC(=C(C(=N1)Cl)OCC(C)O)N1CCOCC1 (1-(2,4-dichloro-6-morpholin-4-yl-pyrimidin-5-yloxy)-propan-2-ol), [H-].[Na+] (sodium hydride). Solvent: C1CCOC1 (THF). Conditions: time 4 hour. Yields the product ClC=1N=C(C2=C(N1)OC(CO2)C)N2CCOCC2 (2-Chloro-7-methyl-4-morpholin-4-yl-6,7-dihydro-[1,4]dioxino[2,3-d]pyrimidine). Reaction SMILES: [Cl:1][C:2]1[N:7]=[C:6](Cl)[C:5]([O:9][CH2:10][CH:11]([OH:13])[CH3:12])=[C:4]([N:14]2[CH2:19][CH2:18][O:17][CH2:16][CH2:15]2)[N:3]=1.[H-].[Na+]>C1COCC1>[Cl:1][C:2]1[N:3]=[C:4]([N:14]2[CH2:19][CH2:18][O:17][CH2:16][CH2:15]2)[C:5]2[O:9][CH2:10][CH:11]([CH3:12])[O:13][C:6]=2[N:7]=1 |f:1.2|. Reported procedure: To a solution of 1-(2,4-dichloro-6-morpholin-4-yl-pyrimidin-5-yloxy)-propan-2-ol (148 mg, 0.48 mmol) in THF (8 mL) was added sodium hydride (58 mg, 1.44 mmol, 60% dispersion in mineral oil) and the resulting mixture stirred at RT for 4 hours. The reaction mixture was quenched with saturated aqueous ammonium chloride solution and extracted with ethyl acetate. The combined organic extracts were dried (Na2SO4) and concentrated in vacuo affording 2-Chloro-7-methyl-4-morpholin-4-yl-6,7-dihydro-[1,4]d... Reactants: [H][H] (hydrogen), S(O)(O)(=O)=O (sulfuric acid), [N+](=O)([O-])C1=C(C=C(C=C1)[N+](=O)[O-])NCCNC1=C(C=CC(=C1)[N+](=O)[O-])[N+](=O)[O-] (N,N'-bis-(2,5-dinitrophenyl)-1,2-diaminoethane). The reagents and catalysts are [Pd] (palladium). Solvent: CO (methanol), CO (methanol). Product: S(=O)(=O)(O)O.NC1=C(C=C(C=C1)N)NCCNC1=C(C=CC(=C1)N)N (N,N'-bis-(2,5-diaminophenyl)-1,2-diaminoethane sulfate). Reaction SMILES: [N+:1]([C:4]1[CH:9]=[CH:8][C:7]([N+:10]([O-])=O)=[CH:6][C:5]=1[NH:13][CH2:14][CH2:15][NH:16][C:17]1[CH:22]=[C:21]([N+:23]([O-])=O)[CH:20]=[CH:19][C:18]=1[N+:26]([O-])=O)([O-])=O.[H][H].[S:31](=[O:35])(=[O:34])([OH:33])[OH:32]>[Pd].CO>[S:31]([OH:35])([OH:34])(=[O:33])=[O:32].[NH2:26][C:18]1[CH:19]=[CH:20][C:21]([NH2:23])=[CH:22][C:17]=1[NH:16][CH2:15][CH2:14][NH:13][C:5]1[CH:6]=[C:7]([NH2:10])[CH:8]=[CH:9][C:4]=1[NH2:1] |f:5.6|. Procedure details: 150 ml of methanol were introduced into a 0.3 liter autoclave, 16.7 g (0.2 mole) of N,N'-bis-(2,5-dinitrophenyl)-1,2-diaminoethane were dissolved therein and 2 g of palladium on active carbon 10% (Degussa) were added. After the autoclave had been closed and blanketed with nitrogen, hydrogenation was carried out under a pressure of 3 bar and at a temperature of 35 to 40° C. until no more hydrogen was taken up. The mixture was emptied onto a pressure filter, the residue was dissolved in 100 ml of ... Reactants: C(C1=CC=CC=C1)C1CCN(CC1)CCCN=[N+]=[N-] (4-benzyl-1-(3-azidopropyl)piperidine). Reagents/catalysts: [Pd] (Pd/C). Solvent: CO (methanol). Conditions: time 4 hour. Product: C(C1=CC=CC=C1)C1CCN(CC1)CCCN (4-Benzyl-1-(3-aminopropyl)piperidine). Yield: 59.8%. RXN SMILES: [CH2:1]([CH:8]1[CH2:13][CH2:12][N:11]([CH2:14][CH2:15][CH2:16][N:17]=[N+]=[N-])[CH2:10][CH2:9]1)[C:2]1[CH:7]=[CH:6][CH:5]=[CH:4][CH:3]=1>CO.[Pd]>[CH2:1]([CH:8]1[CH2:9][CH2:10][N:11]([CH2:14][CH2:15][CH2:16][NH2:17])[CH2:12][CH2:13]1)[C:2]1[CH:7]=[CH:6][CH:5]=[CH:4][CH:3]=1. Procedure: To a solution of 4-benzyl-1-(3-azidopropyl)piperidine (0.14 g, 0.54 mmol) in methanol (5 mL) was added Pd/C 5% (6 mg) and the resulting heterogeneous mixture was hydrogenated at 1 atm for 4 h. then filtered through a celite pad and concentrated in vacuum. The crude compound was purified by trituration with diethyl ether (5 mL) to give the title compound as a white solid (0.075g, 60%), mp 140-141° C. 1H-NMR (DMSO): 1.05-1.21 (m, 2H), 1.35-1.55 (m, 3H), 1.55-1.70 (m, 2H), 1.746 (t, J=11.1 Hz, 2H),... Starting materials: O=C(CC(=O)OCC)CC (ethyl 3-oxopentanoate), [H-].[Na+] (Sodium hydride), ice, C(C)(=O)OCC (ethyl acetate), FC(C1=CC=C(CBr)C=C1)(F)F (4-(trifluoromethyl)benzyl bromide). Solvent: C(OC)COC (dimethoxyethane), O (water), C(OC)COC (dimethoxyethane). Run at time 5 minute. Product: O=C(C(C(=O)OCC)CC1=CC=C(C=C1)C(F)(F)F)CC (Ethyl 3-oxo-2-(4-(trifluoromethyl)benzyl)pentanoate). Reaction SMILES: [H-].[Na+].[O:3]=[C:4]([CH2:11][CH3:12])[CH2:5][C:6]([O:8][CH2:9][CH3:10])=[O:7].[F:13][C:14]([F:24])([F:23])[C:15]1[CH:22]=[CH:21][C:18]([CH2:19]Br)=[CH:17][CH:16]=1.C(OCC)(=O)C>C(COC)OC.O>[O:3]=[C:4]([CH2:11][CH3:12])[CH:5]([CH2:19][C:18]1[CH:17]=[CH:16][C:15]([C:14]([F:13])([F:23])[F:24])=[CH:22][CH:21]=1)[C:6]([O:8][CH2:9][CH3:10])=[O:7] |f:0.1|. Procedure: Sodium hydride (60% dispersion in mineral oil, 1.75 g, 43.7 mmol) was added in portions over 1 minute to an ice-cooled, stirring solution of ethyl 3-oxopentanoate (6.30 g, 43.7 mmol) in dry dimethoxyethane (87 mL). After 5 minutes, the flask was removed from the cooling bath and stirring continued at room temperature. After 30 minutes, a solution of 4-(trifluoromethyl)benzyl bromide (10.4 g, 43.7 mmol) in dry dimethoxyethane (10 mL) was added dropwise over 2 minutes. After 2.5 hours, ethyl aceta...